This data is from the Open Reaction Database (ORD), a public repository of structured organic reaction records. The task is: describe an organic reaction: reactants, conditions, products, and yield The reactants are α-aminooxylated aldehyde, [N+](=O)([O-])C1=C(CCC=O)C=CC=C1 (o-nitrohydrocinnamaldehyde), CCCN1CCO[C@H]2[C@H]1CCC3=C2C=C(C=C3)O (PhNO), C(C)OCC (diethyl ether). The solvent is CO (MeOH), mixture, [Pd] (Pd/C), CS(=O)C (DMSO), N1[C@H](C(=O)O)CCC1 (L-proline). Reaction conditions: time 20 minute. The product is N1C[C@@H](CC2=CC=CC=C12)O ((R)-tetrahydroquinolin-3-ol). Reaction SMILES: [N+:1]([C:4]1[CH:13]=[CH:12][CH:11]=[CH:10][C:5]=1[CH2:6][CH2:7][CH:8]=O)([O-])=O.CCCN1[C@@H]2CCC3C=CC(O)=CC=3[C@H]2[O:20]CC1.C(OCC)C>CS(C)=O.N1CCC[C@H]1C(O)=O.CO.[Pd]>[NH:1]1[C:4]2[C:5](=[CH:10][CH:11]=[CH:12][CH:13]=2)[CH2:6][C@@H:7]([OH:20])[CH2:8]1. Reported procedure: To a stirred solution of o-nitrohydrocinnamaldehyde 4a-e (6 mmol) and PhNO (6 mmol) in DMSO (20 mL), L-proline (20 mol %) was added at 25° C. and allowed to stir for 20 min. After completion of reaction, as indicated by the change in color from green to yellow, large excess (100 mL) of diethyl ether was poured into the reaction mixture and stirred for additional 10 min. The combined organic mixture was washed with H2O (5×20 mL). The organic layer was separated and aqueous layer was extracted wit... Starting materials: C1(=CC=CC=C1)S(=O)CC(=O)O (phenylsulfinylacetic acid), NC1[C@@H]2N(C(=C(CS2)CN=[N+]=[N-])C(=O)OC)C1=O (methyl 7-amino-3-azidomethyl-3-cephem-4-carboxylate). The product is C1(=CC=CC=C1)S(=O)CC(=O)NC1[C@@H]2N(C(=C(CS2)CN=[N+]=[N-])C(=O)OC)C1=O (methyl 7-(phenylsulfinylacetamido)-3-azidomethyl-3-cephem-4-carboxylate). Reaction SMILES: [C:1]1([S:7]([CH2:9][C:10]([OH:12])=O)=[O:8])[CH:6]=[CH:5][CH:4]=[CH:3][CH:2]=1.[NH2:13][CH:14]1[C:29](=[O:30])[N:16]2[C:17]([C:25]([O:27][CH3:28])=[O:26])=[C:18]([CH2:21][N:22]=[N+:23]=[N-:24])[CH2:19][S:20][C@H:15]12>>[C:1]1([S:7]([CH2:9][C:10]([NH:13][CH:14]2[C:29](=[O:30])[N:16]3[C:17]([C:25]([O:27][CH3:28])=[O:26])=[C:18]([CH2:21][N:22]=[N+:23]=[N-:24])[CH2:19][S:20][C@H:15]23)=[O:12])=[O:8])[CH:2]=[CH:3][CH:4]=[CH:5][CH:6]=1. Procedure: 368 mg. of phenylsulfinylacetic acid and methyl 7-amino-3-azidomethyl-3-cephem-4-carboxylate were reacted in the same manner as described in Example 4 and 503 mg. of methyl 7-(phenylsulfinylacetamido)-3-azidomethyl-3-cephem-4-carboxylate were obtained.